describe an organic reaction: reactants, conditions, products, and yield From a dataset of the Open Reaction Database (ORD), a public repository of structured organic reaction records. As a reaction SMILES: [F:1][C:2]1[N:7]=[CH:6][C:5]([C:8]([OH:10])=O)=[CH:4][CH:3]=1.S(Cl)([Cl:13])=O>>[F:1][C:2]1[N:7]=[CH:6][C:5]([C:8]([Cl:13])=[O:10])=[CH:4][CH:3]=1. The product is FC1=CC=C(C=N1)C(=O)Cl (6-Fluoropyridine-3-carbonyl chloride). Reaction conditions: temperature 80 celsius. Procedure: In a 100-mL round-bottom flask was placed a solution of 6-fluoropyridine-3-carboxylic acid (5.0 g, 35.4 mmol) in thionyl chloride (20 mL). The resulting solution was heated at 80° C. for 2 hours and concentrated under vacuum to give the title compound as a yellow oil. The reactants are FC1=CC=C(C=N1)C(=O)O (6-fluoropyridine-3-carboxylic acid), S(=O)(Cl)Cl (thionyl chloride).